This data is from the Open Reaction Database (ORD), a public repository of structured organic reaction records. The task is: describe an organic reaction: reactants, conditions, products, and yield Reactants: OC1=C(C=C(C=C1)C(F)(F)F)NC(C1=C(C=CC(=C1)[N+](=O)[O-])F)=O (N-(2-hydroxy-5-trifluoromethylphenyl)-2-fluoro-5-nitrobenzamide), O.C1(=CC=C(C=C1)S(=O)(=O)O)C (p-toluenesulfonic acid monohydrate). Yields the product [N+](=O)([O-])C=1C=C(C(=CC1)F)C=1OC2=C(N1)C=C(C=C2)C(F)(F)F (2-(3-Nitro-6-fluorophenyl)-5-trifluoromethylbenzoxazole). As a reaction SMILES: O[C:2]1[CH:7]=[CH:6][C:5]([C:8]([F:11])([F:10])[F:9])=[CH:4][C:3]=1[NH:12][C:13](=[O:24])[C:14]1[CH:19]=[C:18]([N+:20]([O-:22])=[O:21])[CH:17]=[CH:16][C:15]=1[F:23].O.C1(C)C=CC(S(O)(=O)=O)=CC=1>>[N+:20]([C:18]1[CH:19]=[C:14]([C:13]2[O:24][C:2]3[CH:7]=[CH:6][C:5]([C:8]([F:10])([F:9])[F:11])=[CH:4][C:3]=3[N:12]=2)[C:15]([F:23])=[CH:16][CH:17]=1)([O-:22])=[O:21] |f:1.2|. Procedure: Prepared by the method of Example 15b), from N-(2-hydroxy-5-trifluoromethylphenyl)-2-fluoro-5-nitrobenzamide (667 g, 2.3 mmol) and p-toluenesulfonic acid monohydrate (961 g, 5.1 mmol) the subtitle compound was obtained (349 mg, 56%). 1H NMR (DMSO) δ 8.95(m, 1H), 8.56(m, 1H), 8.36(s, 1H), 8.12(d, 1H), 7.84(m, 2H). Reactants: CCN(CC)S(F)(F)F, CCOC(=O)C(F)(F)C(O)c1cccc(Cl)c1, ClCCl, [Na+], O=C([O-])O. Product: CCOC(=O)C(F)(F)C(F)c1cccc(Cl)c1. As a reaction SMILES: [CH2:18]([N:19]([S:20]([F:21])([F:22])[F:24])[CH2:23][CH3:25])[CH3:26].[Cl:1][c:2]1[cH:3][c:4]([CH:8]([C:9]([C:10](=[O:11])[O:12][CH2:13][CH3:14])([F:15])[F:16])[OH:17])[cH:5][cH:6][cH:7]1.[Cl:32][CH2:33][Cl:34].[Na+:31].[O-:27][C:28]([OH:29])=[O:30]>>[Cl:1][c:2]1[cH:3][c:4]([CH:8]([C:9]([C:10](=[O:11])[O:12][CH2:13][CH3:14])([F:15])[F:16])[F:24])[cH:5][cH:6][cH:7]1. The reactants are CC=1SC2=C(N1)C=CC=C2[N+](=O)[O-] (2-methyl-7-nitrobenzothiazole), C(C)(=O)O (acetic acid). The reagents and catalysts are [Fe] (iron). The solvent is C(C)O (ethanol). Yields the product CC=1SC2=C(N1)C=CC=C2N (2-Methyl-7-aminobenzothiazole). The yield is 68.5%. Reaction SMILES: [CH3:1][C:2]1[S:3][C:4]2[C:10]([N+:11]([O-])=O)=[CH:9][CH:8]=[CH:7][C:5]=2[N:6]=1.C(O)(=O)C>C(O)C.[Fe]>[CH3:1][C:2]1[S:3][C:4]2[C:10]([NH2:11])=[CH:9][CH:8]=[CH:7][C:5]=2[N:6]=1. Procedure: To a solution of 3.8 g of the product from Example 6 and 8.1 g of glacial acetic acid in 56 mL absolute ethanol at reflux temperature was added 3.8 g of iron powder in small portions. The reaction mixture was heated at reflux temperature for about 36 hours, and was then cooled and filtered. The filtrate was concentrated in vacuo and the residue treated with several mL cold water to give a solid. Filtration and drying gave 2.2 g of the title compound as a tan-colored solid, m.p. 100°-101° C.; NMR... Reactants: Cl.C(C(C)C)NCC1(CC2=C(S1(=O)=O)SC(=C2)S(=O)(=O)N)C (5-(N-isobutylaminomethyl)4,5-dihydro-5-methylthieno[2,3-b]thiophene-2-sulfonamide-6,6-dioxide hydrochloride), Cl (HCl), 5-(N-isopropylcarbamoyl)-4,5-dihydro-5-methylthieno[2,3-b]thiophene 2-N-t-butylsulfonamide-6,6-dioxide, C(=O)(C(F)(F)F)O (TFA). Product: Cl.CC1(CC2=C(S1(=O)=O)SC(=C2)S(=O)(=O)N)CNC(C)C (4,5-dihydro-5-methyl-5-isopropylaminomethylthieno[2,3-b]thiophene-2-sulfonamide-6,6-dioxide hydrochloride). The yield is 48.0%. As a reaction SMILES: [ClH:1].[CH2:2]([NH:6][CH2:7][C:8]1([CH3:22])[S:12](=[O:14])(=[O:13])[C:11]2[S:15][C:16]([S:18]([NH2:21])(=[O:20])=[O:19])=[CH:17][C:10]=2[CH2:9]1)[CH:3](C)C.[C:23](O)(C(F)(F)F)=O.Cl>>[ClH:1].[CH3:22][C:8]1([CH2:7][NH:6][CH:2]([CH3:3])[CH3:23])[S:12](=[O:14])(=[O:13])[C:11]2[S:15][C:16]([S:18]([NH2:21])(=[O:20])=[O:19])=[CH:17][C:10]=2[CH2:9]1 |f:0.1,4.5|. Reported procedure: The title compound was prepared in the same way as 5-(N-isobutylaminomethyl)4,5-dihydro-5-methylthieno[2,3-b]thiophene-2-sulfonamide-6,6-dioxide hydrochloride. Thus 5-(N-isopropylcarbamoyl)-4,5-dihydro-5-methylthieno[2,3-b]thiophene-2-N-t-butylsulfonamide-6,6-dioxide (3.0 g, 7.3 mmol) was reduced with borane-dimethylsulfide complex (5.0 mL, 50 mmol), deprotected with TFA, and converted to the HCl salt to give the title compound as a white solid (1.32 g, 48% over two steps), mp=132°-135° C. Anal....